Dataset: the Open Reaction Database (ORD), a public repository of structured organic reaction records. Task: describe an organic reaction: reactants, conditions, products, and yield Starting materials: CC(C)=CCSc1cc(C)ccc1C, O. The product is Cc1ccc(C)c2c1SCCC2(C)C. Reaction SMILES: [CH3:1][C:2]([CH3:3])=[CH:4][CH2:5][S:6][c:7]1[c:8]([CH3:14])[cH:9][cH:10][c:11]([CH3:13])[cH:12]1.[OH2:15]>>[CH3:1][C:2]1([CH3:3])[CH2:4][CH2:5][S:6][c:7]2[c:8]([CH3:14])[cH:9][cH:10][c:11]([CH3:13])[c:12]21. Starting materials: ClC=1C=C(C=CC1C(C(C(F)(F)F)(O)C1=CC(=NC=C1)Cl)C)O (3-Chloro-4-[2-(2-chloro-pyridin-4-yl)-3,3,3-trifluoro-2-hydroxy-1-methyl-propyl]-phenol), C(C)OC(C1=CC=C(C=C1)CBr)=O (ethyl-4-(bromomethyl)benzoate), C([O-])([O-])=O.[K+].[K+] (potassium carbonate). The product is C(C)OC(C1=CC=C(C=C1)COC1=CC(=C(C=C1)C(C(C(F)(F)F)(O)C1=CC(=NC=C1)Cl)C)Cl)=O (4-{3-Chloro-4-[2-(2-chloro-pyridin-4-yl)-3,3,3-trifluoro-2-hydroxy-1-methyl-propyl]-phenoxymethyl}-benzoic acid ethyl ester). As a reaction SMILES: [Cl:1][C:2]1[CH:3]=[C:4]([OH:23])[CH:5]=[CH:6][C:7]=1[CH:8]([CH3:22])[C:9]([C:15]1[CH:20]=[CH:19][N:18]=[C:17]([Cl:21])[CH:16]=1)([OH:14])[C:10]([F:13])([F:12])[F:11].[CH2:24]([O:26][C:27](=[O:36])[C:28]1[CH:33]=[CH:32][C:31]([CH2:34]Br)=[CH:30][CH:29]=1)[CH3:25].C(=O)([O-])[O-].[K+].[K+]>>[CH2:24]([O:26][C:27](=[O:36])[C:28]1[CH:33]=[CH:32][C:31]([CH2:34][O:23][C:4]2[CH:5]=[CH:6][C:7]([CH:8]([CH3:22])[C:9]([C:15]3[CH:20]=[CH:19][N:18]=[C:17]([Cl:21])[CH:16]=3)([OH:14])[C:10]([F:13])([F:12])[F:11])=[C:2]([Cl:1])[CH:3]=2)=[CH:30][CH:29]=1)[CH3:25] |f:2.3.4|. Reported procedure: In analogy to Example 1, step 7, 3-chloro-4-[2-(2-chloro-pyridin-4-yl)-3,3,3-trifluoro-2-hydroxy-1-methyl-propyl]-phenol (Example 19, Step 5) was reacted with ethyl-4-(bromomethyl)benzoate and potassium carbonate to give the title compound as a colorless viscous oil. MS (m/e, ISP neg. ion)=528.3 [M−H−]. The reactants are [Al+3], O=C(Cc1c[nH]c2ccccc12)NCCN1CCC(Nc2nc3ccccc3n2Cc2ccc(F)cc2)CC1, [H-], [H-], [H-], [H-], [Li+], [Na+], C1CCOC1, [OH-], O. Yields the product Fc1ccc(Cn2c(NC3CCN(CCNCCc4c[nH]c5ccccc45)CC3)nc3ccccc32)cc1. RXN SMILES: [Al+3:2].[F:12][c:13]1[cH:14][cH:15][c:16]([CH2:19][n:20]2[c:21]([NH:29][CH:30]3[CH2:31][CH2:32][N:33]([CH2:36][CH2:37][NH:38][C:39]([CH2:40][c:41]4[cH:42][nH:43][c:44]5[cH:45][cH:46][cH:47][cH:48][c:49]45)=[O:50])[CH2:34][CH2:35]3)[n:22][c:23]3[c:24]2[cH:25][cH:26][cH:27][cH:28]3)[cH:17][cH:18]1.[H-:1].[H-:4].[H-:5].[H-:6].[Li+:3].[Na+:52].[O:7]1[CH2:8][CH2:9][CH2:10][CH2:11]1.[OH-:51].[OH2:53]>>[F:12][c:13]1[cH:14][cH:15][c:16]([CH2:19][n:20]2[c:21]([NH:29][CH:30]3[CH2:31][CH2:32][N:33]([CH2:36][CH2:37][NH:38][CH2:39][CH2:40][c:41]4[cH:42][nH:43][c:44]5[cH:45][cH:46][cH:47][cH:48][c:49]45)[CH2:34][CH2:35]3)[n:22][c:23]3[c:24]2[cH:25][cH:26][cH:27][cH:28]3)[cH:17][cH:18]1. Reactants: CC(C)(C)[Si](C)(C)OC(CCO)C(N)=O, ClCCl, NN, CC(C)OC(=O)N=NC(=O)OC(C)C, O, O=C1c2ccccc2C(=O)N1O, c1ccc(P(c2ccccc2)c2ccccc2)cc1. The product is CC(C)(C)[Si](C)(C)OC(CCON)C(N)=O. Reaction SMILES: [C:1]([CH3:2])([CH3:3])([CH3:4])[Si:5]([O:6][CH:7]([C:8](=[O:9])[NH2:10])[CH2:11][CH2:12][OH:13])([CH3:14])[CH3:15].[Cl:64][CH2:65][Cl:66].[NH2:62][NH2:63].[O:47]=[C:48]([O:49][CH:50]([CH3:51])[CH3:52])[N:53]=[N:54][C:55]([O:56][CH:57]([CH3:58])[CH3:59])=[O:60].[OH2:61].[OH:16][N:17]1[C:18](=[O:19])[c:20]2[c:21]([cH:22][cH:23][cH:24][cH:25]2)[C:26]1=[O:27].[c:28]1([P:29]([c:30]2[cH:31][cH:32][cH:33][cH:34][cH:35]2)[c:36]2[cH:37][cH:38][cH:39][cH:40][cH:41]2)[cH:42][cH:43][cH:44][cH:45][cH:46]1>>[C:1]([CH3:2])([CH3:3])([CH3:4])[Si:5]([O:6][CH:7]([C:8](=[O:9])[NH2:10])[CH2:11][CH2:12][O:13][NH2:17])([CH3:14])[CH3:15]. Starting materials: BrCC(=O)C=1C=NC=CC1CC (2-bromo-1-(4-ethylpyridin-3-yl)ethanone), NS(=O)(=O)C1=CC=C(C=C1)C(N)=S (4-(aminosulfonyl)benzenecarbothioamide). Yields the product C(C)C1=C(C=NC=C1)C=1N=C(SC1)C1=CC=C(C=C1)S(=O)(=O)N (4-[4-(4-ethylpyridin-3-yl)-1,3-thiazol-2-yl]benzenesulfonamide). Yield: 51.7%. RXN SMILES: Br[CH2:2][C:3]([C:5]1[CH:6]=[N:7][CH:8]=[CH:9][C:10]=1[CH2:11][CH3:12])=O.[NH2:13][S:14]([C:17]1[CH:22]=[CH:21][C:20]([C:23](=[S:25])[NH2:24])=[CH:19][CH:18]=1)(=[O:16])=[O:15]>>[CH2:11]([C:10]1[CH:9]=[CH:8][N:7]=[CH:6][C:5]=1[C:3]1[N:24]=[C:23]([C:20]2[CH:19]=[CH:18][C:17]([S:14]([NH2:13])(=[O:15])=[O:16])=[CH:22][CH:21]=2)[S:25][CH:2]=1)[CH3:12]. Procedure: By the reaction in the same manner as in Example 25-iii) using 2-bromo-1-(4-ethylpyridin-3-yl)ethanone hydrobromate (161 mg) and 4-(aminosulfonyl)benzenecarbothioamide (109 mg), the title compound (90 mg) was obtained as colorless powder crystals. Starting materials: C(CC(=O)OCC)(=O)OCC (diethyl malonate), [H-].[Na+] (sodium hydride), Cl.C[Si](CCCCCCCCCCCCCCNC1=CC=C(C(=O)Cl)C=C1)(C)C (4-[14-(trimethylsilyl)tetradecylamino]benzoyl chloride hydrochloride). Run in COCCOC (1,2-dimethoxyethane), COCCOC (1,2-dimethoxyethane), COCCOC (1,2-dimethoxyethane). Product: C[Si](CCCCCCCCCCCCCCNC1=CC=C(C(=O)C(C(=O)OCC)C(=O)OCC)C=C1)(C)C (Diethyl 4-[14-(trimethylsilyl)tetradecylamino]benzoylmalonate). RXN SMILES: [C:1]([O:9][CH2:10][CH3:11])(=[O:8])[CH2:2][C:3]([O:5][CH2:6][CH3:7])=[O:4].[H-].[Na+].Cl.[CH3:15][Si:16]([CH3:42])([CH3:41])[CH2:17][CH2:18][CH2:19][CH2:20][CH2:21][CH2:22][CH2:23][CH2:24][CH2:25][CH2:26][CH2:27][CH2:28][CH2:29][CH2:30][NH:31][C:32]1[CH:40]=[CH:39][C:35]([C:36](Cl)=[O:37])=[CH:34][CH:33]=1>COCCOC>[CH3:42][Si:16]([CH3:15])([CH3:41])[CH2:17][CH2:18][CH2:19][CH2:20][CH2:21][CH2:22][CH2:23][CH2:24][CH2:25][CH2:26][CH2:27][CH2:28][CH2:29][CH2:30][NH:31][C:32]1[CH:33]=[CH:34][C:35]([C:36]([CH:2]([C:3]([O:5][CH2:6][CH3:7])=[O:4])[C:1]([O:9][CH2:10][CH3:11])=[O:8])=[O:37])=[CH:39][CH:40]=1 |f:1.2,3.4|. Procedure details: A solution of 26.6 g. of diethyl malonate and 10 ml. of 1,2-dimethoxyethane is added to a suspension of 4.0 g. of sodium hydride in 1,2-dimethoxyethane under argon. A solution of 16.9 g. of 4-[14-(trimethylsilyl)tetradecylamino]benzoyl chloride hydrochloride in 1,2-dimethoxyethane is then added. The reaction mixture is refluxed for 4.5 hours, cooled, poured on ice, acidified, and extracted with ether. The ether solution is washed with water and saturated sodium chloride solution, dried with anhy... The reactants are C(CCC)C1=CC=C(C=C1)C#CC1=CC=C(CN(S(=O)(=O)CC)CC2=CC=C(OCC(=O)OC)C=C2)C=C1 (methyl (4-{[{4-[(4-butylphenyl)ethynyl]benzyl}(ethylsulfonyl)amino]-methyl}phenoxy)acetate), [OH-].[Na+] (NaOH), Cl (HCl). The solvent is CCO (EtOH). Reaction conditions: temperature 70 celsius, time 2 hour. Product: C(CCC)C1=CC=C(C=C1)C#CC1=CC=C(CN(S(=O)(=O)CC)CC2=CC=C(OCC(=O)O)C=C2)C=C1 ((4-{[{4-[(4-butylphenyl)ethynyl]benzyl}(ethylsulfonyl)amino]-methyl}phenoxy)acetic acid). Yield: 88.8%. Reaction SMILES: [CH2:1]([C:5]1[CH:10]=[CH:9][C:8]([C:11]#[C:12][C:13]2[CH:38]=[CH:37][C:16]([CH2:17][N:18]([CH2:24][C:25]3[CH:36]=[CH:35][C:28]([O:29][CH2:30][C:31]([O:33]C)=[O:32])=[CH:27][CH:26]=3)[S:19]([CH2:22][CH3:23])(=[O:21])=[O:20])=[CH:15][CH:14]=2)=[CH:7][CH:6]=1)[CH2:2][CH2:3][CH3:4].[OH-].[Na+].Cl>CCO>[CH2:1]([C:5]1[CH:6]=[CH:7][C:8]([C:11]#[C:12][C:13]2[CH:38]=[CH:37][C:16]([CH2:17][N:18]([CH2:24][C:25]3[CH:36]=[CH:35][C:28]([O:29][CH2:30][C:31]([OH:33])=[O:32])=[CH:27][CH:26]=3)[S:19]([CH2:22][CH3:23])(=[O:20])=[O:21])=[CH:15][CH:14]=2)=[CH:9][CH:10]=1)[CH2:2][CH2:3][CH3:4] |f:1.2|. Procedure details: To a solution of methyl (4-{[{4-[(4-butylphenyl)ethynyl]benzyl}(ethylsulfonyl)amino]-methyl}phenoxy)acetate (7 mg, 0.013 mmol) in EtOH (1 mL) was added an aqueous solution of NaOH (20 μL, 5N). The reaction mixture was stirred at 70° C. for 2 hrs. Then an aqueous solution of HCl (1N) was added and extracted with EtOAc (2×). The combined organic layers were dried over Na2SO4 and the solvents were removed under reduced pressure to give 6 mg (90%) of the title compound as a pale yellow oil. HPLC, Rt...